From a dataset of the Open Reaction Database (ORD), a public repository of structured organic reaction records. describe an organic reaction: reactants, conditions, products, and yield Reactants: ClC1=NC2=CC=C(C=C2C=C1C=O)OC (2-chloro-6-methoxyquinoline-3-carbaldehyde), CN (methylamine). Solvent: O1CCOCC1 (1,4-dioxan). Reaction conditions: temperature 160 celsius, time 6 hour. The product is COC=1C=C2C=C(C(=NC2=CC1)NC)C=O (6-Methoxy-2-(methylamino)quinoline-3-carbaldehyde). Isolated yield 98.4%. Reaction SMILES: Cl[C:2]1[C:11]([CH:12]=[O:13])=[CH:10][C:9]2[C:4](=[CH:5][CH:6]=[C:7]([O:14][CH3:15])[CH:8]=2)[N:3]=1.[CH3:16][NH2:17]>O1CCOCC1>[CH3:15][O:14][C:7]1[CH:8]=[C:9]2[C:4](=[CH:5][CH:6]=1)[N:3]=[C:2]([NH:17][CH3:16])[C:11]([CH:12]=[O:13])=[CH:10]2. Procedure details: To a stirred solution of 2-chloro-6-methoxyquinoline-3-carbaldehyde (1.50 g, 6.77 mmol) in 1,4-dioxan (10 mL) in a 20 mL microwave vial equipped with a magnetic stirrer was added methylamine (40 wt % solution in water, 2.10 mL, 24.3 mmol) and the reaction mixture was stirred for 6 h at 160° C. under microwave irradiation. After cooling to RT, the volatiles were removed at 40° C. under vacuum and the resulting yellow oil was taken up in a mixture of THF:1 N aq. HCl=1:1 (50 mL) and stirred for 1 h...